From a dataset of the Open Reaction Database (ORD), a public repository of structured organic reaction records. describe an organic reaction: reactants, conditions, products, and yield Starting materials: COC(=O)c1ccc(OCC2CC(Oc3ccccc3)CN2C(=O)OC(C)(C)C)cc1, ClCCl, O=C(O)C(F)(F)F. Yields the product COC(=O)c1ccc(OCC2CC(Oc3ccccc3)CN2)cc1. RXN SMILES: [C:8]([O:9][C:10](=[O:11])[N:15]1[CH:16]([CH2:27][O:28][c:29]2[cH:30][cH:31][c:32]([C:33](=[O:34])[O:35][CH3:36])[cH:37][cH:38]2)[CH2:17][CH:18]([O:20][c:21]2[cH:22][cH:23][cH:24][cH:25][cH:26]2)[CH2:19]1)([CH3:12])([CH3:13])[CH3:14].[CH2:39]([Cl:40])[Cl:41].[OH:1][C:2]([C:3]([F:4])([F:5])[F:6])=[O:7]>>[NH:15]1[CH:16]([CH2:27][O:28][c:29]2[cH:30][cH:31][c:32]([C:33](=[O:34])[O:35][CH3:36])[cH:37][cH:38]2)[CH2:17][CH:18]([O:20][c:21]2[cH:22][cH:23][cH:24][cH:25][cH:26]2)[CH2:19]1. The reactants are COC(CN1C(N(C2=CC=CC=C2C1=O)CC(NC1=C(C=C(C(=C1)Cl)OC)OC)=O)=O)=O ({1-[(5-chloro-2,4-dimethoxy-phenylcarbamoyl)-methyl]-2,4-dioxo-1,4-dihydro-2H-quinazolin-3-yl}-acetic acid methyl ester), COC(CN1C(N(C2=CC=CC=C2C1=O)CC(NC1=C(C=C(C(=C1)Cl)OC)OC)=O)=O)=O ({1-[(5-chloro-2,4-dimethoxy-phenylcarbamoyl)-methyl]-2,4-dioxo-1,4-dihydro-2H-quinazolin-3-yl}-acetic acid methyl ester), [OH-].[K+] (KOH). The solvent is O (water), CO (MeOH). Conditions: time 8 hour. The product is ClC=1C(=CC(=C(C1)NC(=O)CN1C(N(C(C2=CC=CC=C12)=O)CC(=O)O)=O)OC)OC ({1-[(5-Chloro-2,4-dimethoxy-phenylcarbamoyl)-methyl]-2,4-dioxo-1,4-dihydro-2H-quinazolin-3-yl}-acetic acid). RXN SMILES: C[O:2][C:3](=[O:32])[CH2:4][N:5]1[C:14](=[O:15])[C:13]2[C:8](=[CH:9][CH:10]=[CH:11][CH:12]=2)[N:7]([CH2:16][C:17](=[O:30])[NH:18][C:19]2[CH:24]=[C:23]([Cl:25])[C:22]([O:26][CH3:27])=[CH:21][C:20]=2[O:28][CH3:29])[C:6]1=[O:31].[OH-].[K+]>CO.O>[Cl:25][C:23]1[C:22]([O:26][CH3:27])=[CH:21][C:20]([O:28][CH3:29])=[C:19]([NH:18][C:17]([CH2:16][N:7]2[C:8]3[C:13](=[CH:12][CH:11]=[CH:10][CH:9]=3)[C:14](=[O:15])[N:5]([CH2:4][C:3]([OH:32])=[O:2])[C:6]2=[O:31])=[O:30])[CH:24]=1 |f:1.2|. Reported procedure: A white suspension of {1-[(5-chloro-2,4-dimethoxy-phenylcarbamoyl)-methyl]-2,4-dioxo-1,4-dihydro-2H-quinazolin-3-yl}-acetic acid methyl ester (Intermediate B) (10 mg) in MeOH (300 μL) is treated with 5 M KOH (200 μL). The white suspension is left to stir at RT overnight. The reaction mixture is diluted with water to give a thick white precipitate which is filtered-off, washed with water and vacuum dried. The aqueous phase is acidified to pH 4 with dilute HCl followed by extraction with EtOAc (3×... Starting materials: C1C(CCCCCCCCCCCCCCC)O1 (1-heptadecene oxide), NCCCCCCN (hexamethylenediamine). The product is C(CCCCCNCC(CCCCCCCCCCCCCCC)O)NCC(CCCCCCCCCCCCCCC)O (N,N'-(1,6-hexylene)-bis[2-hydroxyheptadecylamine]). RXN SMILES: [CH2:1]1[O:18][CH:2]1[CH2:3][CH2:4][CH2:5][CH2:6][CH2:7][CH2:8][CH2:9][CH2:10][CH2:11][CH2:12][CH2:13][CH2:14][CH2:15][CH2:16][CH3:17].[NH2:19][CH2:20][CH2:21][CH2:22][CH2:23][CH2:24][CH2:25][NH2:26]>>[CH2:25]([NH:26][CH2:1][CH:2]([OH:18])[CH2:3][CH2:4][CH2:5][CH2:6][CH2:7][CH2:8][CH2:9][CH2:10][CH2:11][CH2:12][CH2:13][CH2:14][CH2:15][CH2:16][CH3:17])[CH2:24][CH2:23][CH2:22][CH2:21][CH2:20][NH:19][CH2:1][CH:2]([OH:18])[CH2:3][CH2:4][CH2:5][CH2:6][CH2:7][CH2:8][CH2:9][CH2:10][CH2:11][CH2:12][CH2:13][CH2:14][CH2:15][CH2:16][CH3:17]. Reported procedure: Condensation of 1-heptadecene oxide and hexamethylenediamine affords N,N'-(1,6-hexylene)-bis[2-hydroxyheptadecylamine] (I: R = CH3 (CH2)14, R' = H, X = (CH2)6, Z = H). Reactants: COC(=O)Cn1c(C)cc2cc(Cl)ccc21, O=Cc1sccc1S(=O)(=O)c1ccc(F)cc1. Yields the product COC(=O)Cn1c(C)c(Cc2sccc2S(=O)(=O)c2ccc(F)cc2)c2cc(Cl)ccc21. Reaction SMILES: [CH3:18][O:19][C:20]([CH2:21][n:22]1[c:23]([CH3:32])[cH:24][c:25]2[cH:26][c:27]([Cl:31])[cH:28][cH:29][c:30]12)=[O:33].[F:1][c:2]1[cH:3][cH:4][c:5]([S:8](=[O:9])(=[O:10])[c:11]2[c:12]([CH:16]=[O:17])[s:13][cH:14][cH:15]2)[cH:6][cH:7]1>>[F:1][c:2]1[cH:3][cH:4][c:5]([S:8](=[O:9])(=[O:10])[c:11]2[c:12]([CH2:16][c:24]3[c:23]([CH3:32])[n:22]([CH2:21][C:20]([O:19][CH3:18])=[O:33])[c:30]4[c:25]3[cH:26][c:27]([Cl:31])[cH:28][cH:29]4)[s:13][cH:14][cH:15]2)[cH:6][cH:7]1. Starting materials: CC1=CC=C(C=2C=CN(C12)C(C)C)C(=O)OC (methyl 7-methyl-1-(1-methylethyl)-1H-indole-4-carboxylate), [OH-].[Na+] (sodium hydroxide). Solvent: C(C)O (ethanol). Product: CC1=CC=C(C=2C=CN(C12)C(C)C)C(=O)O (7-Methyl-1-(1-methylethyl)-1H-indole-4-carboxylic acid). Yield: 80.9%. RXN SMILES: [CH3:1][C:2]1[C:10]2[N:9]([CH:11]([CH3:13])[CH3:12])[CH:8]=[CH:7][C:6]=2[C:5]([C:14]([O:16]C)=[O:15])=[CH:4][CH:3]=1.[OH-].[Na+]>C(O)C>[CH3:1][C:2]1[C:10]2[N:9]([CH:11]([CH3:13])[CH3:12])[CH:8]=[CH:7][C:6]=2[C:5]([C:14]([OH:16])=[O:15])=[CH:4][CH:3]=1 |f:1.2|. Procedure: To a solution of methyl 7-methyl-1-(1-methylethyl)-1H-indole-4-carboxylate (137 mg, 0.592 mmol) in ethanol (30 mL) was added 1 N sodium hydroxide (2.369 mL, 2.369 mmol). The mixture was heated at reflux for 2 h, at which time it was concentrated. The residue was dissolved in water (20 mL) and acidified by addition of 1 N HCl. The mixture was extracted with DCM (4×30 mL) and the combined extracts and washed with water and brine, dried over MgSO4, filtered and concentrated to give 104 mg of the ti... Reactants: C1(=CC=CC=C1)CCC(CCC1=CC=CC=C1)=O (1,5-diphenyl-3-pentanone), Cl.NO (hydroxylamine hydrochloride), C(C)(=O)[O-].[Na+] (sodium acetate), C(#N)[BH3-].[Na+] (sodium cyanoborohydride). The solvent is CC(C)O (2-propanol). Conditions: time 10 minute. The product is C1(=CC=CC=C1)CCC(CCC1=CC=CC=C1)NO (N-(1,5-Diphenylpent-3-yl)hydroxylamine). Isolated yield 30.6%. RXN SMILES: [C:1]1([CH2:7][CH2:8][C:9](=O)[CH2:10][CH2:11][C:12]2[CH:17]=[CH:16][CH:15]=[CH:14][CH:13]=2)[CH:6]=[CH:5][CH:4]=[CH:3][CH:2]=1.Cl.[NH2:20][OH:21].C([O-])(=O)C.[Na+].C([BH3-])#N.[Na+]>CC(O)C>[C:1]1([CH2:7][CH2:8][CH:9]([NH:20][OH:21])[CH2:10][CH2:11][C:12]2[CH:17]=[CH:16][CH:15]=[CH:14][CH:13]=2)[CH:6]=[CH:5][CH:4]=[CH:3][CH:2]=1 |f:1.2,3.4,5.6|. Procedure details: A solution of 0.37 g (1.55 mmol) of 1,5-diphenyl-3-pentanone in 20 ml of 2-propanol was treated with 0.22g (3.1 mmol) of hydroxylamine hydrochloride and 0.31 g (4.7 mmol) of anhydrous sodium acetate. After being stirred for 10 min, the mixture was treated with 0.20 g (3.2 mmol) of sodium cyanoborohydride and stirred at ambient temperature for 16 h. After concentration in vacuo, the residue was taken up in ethyl acetate, washed sequentially with aqueous NaHCO3 and saturated brine, dried over MgSO... Run in CN(C)C=O (DMF). Reported procedure: This was prepared by the method described in example 4 but using 1-{3-[(4-chloro-6-methoxyquinazolin-7-yl)oxy]propyl}-4-methylpiperazin-2-one (137 mg, 0.37 mmol), 5-chloro-7-(pyridin-2-ylethynyl)-1,3-benzodioxol-4-amine (113 mg, 0.41 mmol) and sodium bis(trimethylsilyl)amide (1.0M in THF, 0.8 ml) in DMF (2 ml). The crude product was purified by column chromatography on silica using 10% methanol in dichloromethane as eluent. There was thus obtained the title compound (181 mg, 80%) as a pale yello... RXN SMILES: Cl[C:2]1[C:11]2[C:6](=[CH:7][C:8]([O:14][CH2:15][CH2:16][CH2:17][N:18]3[CH2:23][CH2:22][N:21]([CH3:24])[CH2:20][C:19]3=[O:25])=[C:9]([O:12][CH3:13])[CH:10]=2)[N:5]=[CH:4][N:3]=1.[Cl:26][C:27]1[CH:35]=[C:34]([C:36]#[C:37][C:38]2[CH:43]=[CH:42][CH:41]=[CH:40][N:39]=2)[C:30]2[O:31][CH2:32][O:33][C:29]=2[C:28]=1[NH2:44].C[Si]([N-][Si](C)(C)C)(C)C.[Na+]>CN(C=O)C>[Cl:26][C:27]1[CH:35]=[C:34]([C:36]#[C:37][C:38]2[CH:43]=[CH:42][CH:41]=[CH:40][N:39]=2)[C:30]2[O:31][CH2:32][O:33][C:29]=2[C:28]=1[NH:44][C:2]1[C:11]2[C:6](=[CH:7][C:8]([O:14][CH2:15][CH2:16][CH2:17][N:18]3[CH2:23][CH2:22][N:21]([CH3:24])[CH2:20][C:19]3=[O:25])=[C:9]([O:12][CH3:13])[CH:10]=2)[N:5]=[CH:4][N:3]=1 |f:2.3|. The reactants are ClC1=NC=NC2=CC(=C(C=C12)OC)OCCCN1C(CN(CC1)C)=O (1-{3-[(4-chloro-6-methoxyquinazolin-7-yl)oxy]propyl}-4-methylpiperazin-2-one), ClC1=C(C2=C(OCO2)C(=C1)C#CC1=NC=CC=C1)N (5-chloro-7-(pyridin-2-ylethynyl)-1,3-benzodioxol-4-amine), C[Si](C)(C)[N-][Si](C)(C)C.[Na+] (sodium bis(trimethylsilyl)amide). The yield is 81.4%. The product is ClC1=C(C2=C(OCO2)C(=C1)C#CC1=NC=CC=C1)NC1=NC=NC2=CC(=C(C=C12)OC)OCCCN1C(CN(CC1)C)=O (1-{3-[(4-{[5-Chloro-7-(pyridin-2-ylethynyl)-1,3-benzodioxol-4-yl]amino}-6-methoxyquinazolin-7-yl)oxy]propyl}-4-methylpiperazin-2-one). Reactants: CC[Si](CC)(CC)OC(C1CCC(N(Cc2ccccc2)CC2CC2)CC1)(C(F)(F)F)C(F)(F)F, CC(=O)O. The product is CC[Si](CC)(CC)OC(C1CCC(NCC2CC2)CC1)(C(F)(F)F)C(F)(F)F. RXN SMILES: [CH2:1]([c:2]1[cH:3][cH:4][cH:5][cH:6][cH:7]1)[N:8]([CH:9]1[CH2:10][CH2:11][CH:12]([C:15]([C:16]([F:17])([F:18])[F:19])([C:20]([F:21])([F:22])[F:23])[O:24][Si:25]([CH2:26][CH3:27])([CH2:28][CH3:29])[CH2:30][CH3:31])[CH2:13][CH2:14]1)[CH2:32][CH:33]1[CH2:34][CH2:35]1.[CH3:36][C:37](=[O:38])[OH:39]>>[NH:8]([CH:9]1[CH2:10][CH2:11][CH:12]([C:15]([C:16]([F:17])([F:18])[F:19])([C:20]([F:21])([F:22])[F:23])[O:24][Si:25]([CH2:26][CH3:27])([CH2:28][CH3:29])[CH2:30][CH3:31])[CH2:13][CH2:14]1)[CH2:32][CH:33]1[CH2:34][CH2:35]1.